This data is from the Open Reaction Database (ORD), a public repository of structured organic reaction records. The task is: describe an organic reaction: reactants, conditions, products, and yield Reactants: Clc1nc2ccccc2[nH]1, ClC(Cl)Cl, NCCN1CCC(Cc2nc3ccccc3n2Cc2ccc(F)cc2)CC1, [I-], [K+], [NH4+], [OH-], O. The product is Fc1ccc(Cn2c(CC3CCN(CCNc4nc5ccccc5[nH]4)CC3)nc3ccccc32)cc1. As a reaction SMILES: [Cl:1][c:2]1[n:3][c:4]2[c:5]([nH:6]1)[cH:7][cH:8][cH:9][cH:10]2.[Cl:43][CH:44]([Cl:45])[Cl:46].[F:11][c:12]1[cH:13][cH:14][c:15]([CH2:18][n:19]2[c:20]([CH2:28][CH:29]3[CH2:30][CH2:31][N:32]([CH2:35][CH2:36][NH2:37])[CH2:33][CH2:34]3)[n:21][c:22]3[c:23]2[cH:24][cH:25][cH:26][cH:27]3)[cH:16][cH:17]1.[I-:39].[K+:38].[NH4+:40].[OH-:41].[OH2:42]>>[c:2]1([NH:37][CH2:36][CH2:35][N:32]2[CH2:31][CH2:30][CH:29]([CH2:28][c:20]3[n:19]([CH2:18][c:15]4[cH:14][cH:13][c:12]([F:11])[cH:17][cH:16]4)[c:23]4[c:22]([n:21]3)[cH:27][cH:26][cH:25][cH:24]4)[CH2:34][CH2:33]2)[n:3][c:4]2[c:5]([nH:6]1)[cH:7][cH:8][cH:9][cH:10]2. Starting materials: NC1=C(C=C(C=C1)C(=O)N1CCN(CC1)CC1=CC=C(C=C1)C(C(F)(F)F)(C(F)(F)F)O)F ((4-amino-3-fluorophenyl)(4-(4-(1,1,1,3,3,3-hexafluoro-2-hydroxypropan-2-yl)benzyl)piperazin-1-yl)methanone), Cl (Hydrochloric acid). Run in O1CCCC1 (tetrahydrofuran). Product: NC1=C(C=C(CN2CCN(CC2)CC2=CC=C(C=C2)C(C(F)(F)F)(C(F)(F)F)O)C=C1)F (2-(4-((4-(4-Amino-3-fluorobenzyl)piperazin-1-yl)methyl)phenyl)-1,1,1,3,3,3-hexafluoropropan-2-ol). The yield is 29.5%. As a reaction SMILES: [NH2:1][C:2]1[CH:7]=[CH:6][C:5]([C:8]([N:10]2[CH2:15][CH2:14][N:13]([CH2:16][C:17]3[CH:22]=[CH:21][C:20]([C:23]([OH:32])([C:28]([F:31])([F:30])[F:29])[C:24]([F:27])([F:26])[F:25])=[CH:19][CH:18]=3)[CH2:12][CH2:11]2)=O)=[CH:4][C:3]=1[F:33].Cl>O1CCCC1>[NH2:1][C:2]1[CH:7]=[CH:6][C:5]([CH2:8][N:10]2[CH2:15][CH2:14][N:13]([CH2:16][C:17]3[CH:18]=[CH:19][C:20]([C:23]([OH:32])([C:28]([F:30])([F:31])[F:29])[C:24]([F:25])([F:26])[F:27])=[CH:21][CH:22]=3)[CH2:12][CH2:11]2)=[CH:4][C:3]=1[F:33]. Procedure details: Borane tetrahydrofuran complex (13.05 mmol, 1.26 mL, 1.121 g) was added to a solution of (4-amino-3-fluorophenyl)(4-(4-(1,1,1,3,3,3-hexafluoro-2-hydroxypropan-2-yl)benzyl)piperazin-1-yl)methanone (1.043 mmol, 0.5 g) in tetrahydrofuran (8 mL) under nitrogen and the reaction heated to reflux for 5.5 hours. 5M Hydrochloric acid (10 mL) was added and the reaction was heated to reflux for 30 minutes, and then was cooled to ambient temperature. The product was extracted into dichloromethane (50 mL), w... Reactants: C(C)(=O)NC1=C(C(=NC(=C1)Cl)C(=O)OC)Cl (Methyl 4-acetamido-3,6-dichloropicolinate), FC=1C(=CC=C2C=CNC12)B1OC(C(O1)(C)C)(C)C (7-fluoro-6-(4,4,5,5-tetramethyl-1,3,2-dioxaborolan-2-yl)-1H-indole), [F-].[Cs+] (cesium fluoride), O1CCOCC1 (dioxane). Reagents/catalysts: Cl[Pd]([P](C1=CC=CC=C1)(C2=CC=CC=C2)C3=CC=CC=C3)([P](C4=CC=CC=C4)(C5=CC=CC=C5)C6=CC=CC=C6)Cl ((PPh3)2PdCl2). Run in O (water). Yields the product white solid, C(C)(=O)NC1=C(C(=NC(=C1)C1=CC=C2C=CNC2=C1F)C(=O)OC)Cl (methyl 4-acetamido-3-chloro-6-(7-fluoro-1H-indol-6-yl)picolinate). The yield is 95.3%. Reaction SMILES: [C:1]([NH:4][C:5]1[CH:10]=[C:9](Cl)[N:8]=[C:7]([C:12]([O:14][CH3:15])=[O:13])[C:6]=1[Cl:16])(=[O:3])[CH3:2].[F:17][C:18]1[C:19](B2OC(C)(C)C(C)(C)O2)=[CH:20][CH:21]=[C:22]2[C:26]=1[NH:25][CH:24]=[CH:23]2.[F-].[Cs+].O1CCOCC1>Cl[Pd](Cl)([P](C1C=CC=CC=1)(C1C=CC=CC=1)C1C=CC=CC=1)[P](C1C=CC=CC=1)(C1C=CC=CC=1)C1C=CC=CC=1.O>[C:1]([NH:4][C:5]1[CH:10]=[C:9]([C:19]2[C:18]([F:17])=[C:26]3[C:22]([CH:23]=[CH:24][NH:25]3)=[CH:21][CH:20]=2)[N:8]=[C:7]([C:12]([O:14][CH3:15])=[O:13])[C:6]=1[Cl:16])(=[O:3])[CH3:2] |f:2.3,^1:46,65|. Reported procedure: Methyl 4-acetamido-3,6-dichloropicolinate (400 mg, 1.520 mmol), 7-fluoro-6-(4,4,5,5-tetramethyl-1,3,2-dioxaborolan-2-yl)-1H-indole (437 mg, 1.673 mmol), cesium fluoride (462 mg, 3.04 mmol), and (PPh3)2PdCl2 (107 mg, 0.152 mmol) were charged as solids into a microwave reaction vessel and dioxane (4 mL) and water (1 mL) were added. The reaction vessel sealed and irradiated in a Biotage Initiator microwave at 110° C. for 2 h, with external IR-sensor temperature monitoring from the side. The reactio... Starting materials: C(=NC1CCCCC1)=NC1CCCCC1, ClCCl, CC1(C)CCSc2cc(C(=O)O)ccc21, CN(C)c1ccncc1, CCOC(=O)c1ccc(O)cc1. Product: CCOC(=O)c1ccc(OC(=O)c2ccc3c(c2)SCCC3(C)C)cc1. As a reaction SMILES: [CH2:28]1[CH2:29][CH2:30][CH:31]([N:32]=[C:33]=[N:34][CH:35]2[CH2:36][CH2:37][CH2:38][CH2:39][CH2:40]2)[CH2:41][CH2:42]1.[CH2:43]([Cl:44])[Cl:45].[CH3:1][C:2]1([CH3:15])[CH2:3][CH2:4][S:5][c:6]2[cH:7][c:8]([C:12](=[O:13])[OH:14])[cH:9][cH:10][c:11]21.[CH3:46][N:47]([CH3:48])[c:49]1[cH:50][cH:51][n:52][cH:53][cH:54]1.[OH:16][c:17]1[cH:18][cH:19][c:20]([C:21](=[O:22])[O:23][CH2:24][CH3:25])[cH:26][cH:27]1>>[CH3:1][C:2]1([CH3:15])[CH2:3][CH2:4][S:5][c:6]2[cH:7][c:8]([C:12](=[O:13])[O:14][c:17]3[cH:18][cH:19][c:20]([C:21](=[O:22])[O:23][CH2:24][CH3:25])[cH:26][cH:27]3)[cH:9][cH:10][c:11]21. Starting materials: NC1=C(OC2=C(C=C(C=C2)C(CC)(C)C)S(=O)(=O)O)C=CC=C1C(F)(F)F (2-(2-Amino-trifluoromethylphenoxy)-5-(1,1-dimethylpropyl)benzenesulfonic acid), FC(C=1C=C(C=C(C1)C(F)(F)F)N=C=O)(F)F (3,5- bis(trifluoromethyl)phenyl isocyanate). Product: [NH4+].FC(C=1C=C(C=C(C1)C(F)(F)F)NC(NC1=C(OC2=C(C=C(C=C2)C(CC)(C)C)S(=O)(=O)[O-])C=CC(=C1)C(F)(F)F)=O)(F)F (2-[2-[3-[3,5-Bis(trifluoromethyl)phenyl]ureido]-4-trifluoromethylphenoxy]-5-(1,1-dimethylpropyl)benzenesulfonic acid, ammonium salt). Procedure: 2-(2-Amino-trifluoromethylphenoxy)-5-(1,1-dimethylpropyl)benzenesulfonic acid (260 mg, 0.0006 mol) and 3,5- bis(trifluoromethyl)phenyl isocyanate (130.9 ml, 0.0005 mol) were mixed in pyridine (5 ml), under argon, for sixteen hours at room temperature. The solvent was evaporated and the residue flash chromatographed (silica gel, methylene chloride/isopropanol/ammonium hydroxide), dried and evaporated to give the title compound. 1H NMR (250 MHz, DMSO) ∂ 9.20 (s, 1H), 8.90 (s, 1H), 7.90 (s, 1H), 7.... As a reaction SMILES: [NH2:1][C:2]1[C:23](C(F)(F)F)=[CH:22][CH:21]=[CH:20][C:3]=1[O:4][C:5]1[CH:10]=[CH:9][C:8]([C:11]([CH3:15])([CH3:14])[CH2:12][CH3:13])=[CH:7][C:6]=1[S:16]([OH:19])(=[O:18])=[O:17].[F:28][C:29]([F:44])([F:43])[C:30]1[CH:31]=[C:32]([N:40]=[C:41]=[O:42])[CH:33]=[C:34]([C:36]([F:39])([F:38])[F:37])[CH:35]=1>N1C=CC=CC=1>[NH4+:1].[F:28][C:29]([F:43])([F:44])[C:30]1[CH:31]=[C:32]([NH:40][C:41](=[O:42])[NH:1][C:2]2[CH:23]=[C:22]([C:29]([F:44])([F:43])[F:28])[CH:21]=[CH:20][C:3]=2[O:4][C:5]2[CH:10]=[CH:9][C:8]([C:11]([CH3:14])([CH3:15])[CH2:12][CH3:13])=[CH:7][C:6]=2[S:16]([O-:19])(=[O:18])=[O:17])[CH:33]=[C:34]([C:36]([F:39])([F:37])[F:38])[CH:35]=1 |f:3.4|. Solvent: N1=CC=CC=C1 (pyridine). Reactants: O=C([O-])O, ClCCl, CCCCC(NC(=O)OC(C)(C)C)C(O)CN, CCCCC(NC(=O)OC(C)(C)C)C(O)CN, [Na+], O=S(=O)(Cl)c1ccccn1. The product is CCCCC(NC(=O)OC(C)(C)C)C(O)CNS(=O)(=O)c1ccccn1. RXN SMILES: [C:48](=[O:49])([OH:50])[O-:51].[Cl:45][CH2:46][Cl:47].[NH2:18][CH2:19][CH:20]([CH:21]([NH:22][C:23](=[O:24])[O:25][C:26]([CH3:27])([CH3:28])[CH3:29])[CH2:30][CH2:31][CH2:32][CH3:33])[OH:34].[NH2:1][CH2:2][CH:3]([OH:4])[CH:5]([CH2:6][CH2:7][CH2:8][CH3:9])[NH:10][C:11]([O:12][C:13]([CH3:14])([CH3:15])[CH3:16])=[O:17].[Na+:52].[n:35]1[c:36]([S:41](=[O:42])(=[O:43])[Cl:44])[cH:37][cH:38][cH:39][cH:40]1>>[NH:1]([CH2:2][CH:3]([OH:4])[CH:5]([CH2:6][CH2:7][CH2:8][CH3:9])[NH:10][C:11]([O:12][C:13]([CH3:14])([CH3:15])[CH3:16])=[O:17])[S:41]([c:36]1[n:35][cH:40][cH:39][cH:38][cH:37]1)(=[O:42])=[O:43]. Reactants: O=S(=O)(Cl)C1CC1, CCN(C(C)C)C(C)C, Cl, OC1CNC1, C1CCOC1, O. The product is O=S(=O)(C1CC1)N1CC(O)C1. Reaction SMILES: [CH:16]1([S:19](=[O:20])(=[O:21])[Cl:22])[CH2:17][CH2:18]1.[CH:7]([N:8]([CH2:9][CH3:10])[CH:11]([CH3:12])[CH3:13])([CH3:14])[CH3:15].[ClH:1].[NH:2]1[CH2:3][CH:4]([OH:6])[CH2:5]1.[O:24]1[CH2:25][CH2:26][CH2:27][CH2:28]1.[OH2:23]>>[N:2]1([S:19]([CH:16]2[CH2:17][CH2:18]2)(=[O:20])=[O:21])[CH2:3][CH:4]([OH:6])[CH2:5]1. Starting materials: NC=1C=CC(=NC1NC1(CCCCC1)C)O (5-amino-6-(1-methylcyclohexylamino)pyridin-2-ol), C(C)(OC)(OC)OC (trimethyl orthoacetate). Product: CC1=NC=2C(=NC(=CC2)O)N1C1(CCCCC1)C (2-Methyl-3-(1-methylcyclohexyl)-3H-imidazo[4,5-b]pyridin-5-ol). RXN SMILES: [NH2:1][C:2]1[CH:3]=[CH:4][C:5]([OH:16])=[N:6][C:7]=1[NH:8][C:9]1([CH3:15])[CH2:14][CH2:13][CH2:12][CH2:11][CH2:10]1.[C:17](OC)(OC)(OC)[CH3:18]>>[CH3:17][C:18]1[N:8]([C:9]2([CH3:15])[CH2:14][CH2:13][CH2:12][CH2:11][CH2:10]2)[C:7]2=[N:6][C:5]([OH:16])=[CH:4][CH:3]=[C:2]2[N:1]=1. Reported procedure: From 5-amino-6-(1-methylcyclohexylamino)pyridin-2-ol and trimethyl orthoacetate, prepared in a similar manner as the one described in Example 1.127, Step D, the title compound was obtained. LCMS m/z=246.10 [M+H]+. 1H NMR (400 MHz, methanol-d4) δ ppm 1.52-1.58 (m, 1H), 1.67-1.78 (m, 5H), 1.90 (s, 3H), 2.48-2.52 (m, 2H), 2.75-2.82 (m, 2H), 3.02 (s, 3H), 6.91 (d, J=8.8 Hz, 1H), 7.98 (d, J=8.8 Hz, 1H). Starting materials: [BH4-], O=C1CCCc2c1[nH]c1ccc(Br)cc21, CO, [Na+]. The product is OC1CCCc2c1[nH]c1ccc(Br)cc21. RXN SMILES: [BH4-:16].[Br:1][c:2]1[cH:3][c:4]2[c:5]3[c:10]([nH:11][c:12]2[cH:13][cH:14]1)[C:9](=[O:15])[CH2:8][CH2:7][CH2:6]3.[CH3:18][OH:19].[Na+:17]>>[Br:1][c:2]1[cH:3][c:4]2[c:5]3[c:10]([nH:11][c:12]2[cH:13][cH:14]1)[CH:9]([OH:15])[CH2:8][CH2:7][CH2:6]3. The reactants are CC(C)(C)OC(=O)NC1CCC(C(=O)N2CCOCC2)CC1, CO, Cl. The product is Cl, NC1CCC(C(=O)N2CCOCC2)CC1. RXN SMILES: [C:2]([O:3][C:4](=[O:5])[NH:8][CH:9]1[CH2:10][CH2:11][CH:12]([C:15](=[O:16])[N:17]2[CH2:18][CH2:19][O:20][CH2:21][CH2:22]2)[CH2:13][CH2:14]1)([CH3:6])([CH3:7])[CH3:23].[CH3:24][OH:25].[ClH:1]>>[ClH:1].[NH2:8][CH:9]1[CH2:10][CH2:11][CH:12]([C:15](=[O:16])[N:17]2[CH2:18][CH2:19][O:20][CH2:21][CH2:22]2)[CH2:13][CH2:14]1.